This data is from the Open Reaction Database (ORD), a public repository of structured organic reaction records. The task is: describe an organic reaction: reactants, conditions, products, and yield Reaction SMILES: C([O:3][C:4]([C:6]1[CH:7]=[C:8]([NH:12][C:13](=[O:37])[NH:14][CH2:15][C:16]([N:18]2[CH:29]([C:30]3[CH:35]=[CH:34][CH:33]=[CH:32][C:31]=3[F:36])[CH2:28][CH2:27][CH:19]2C(OC(C)(C)C)=O)=[O:17])[CH:9]=[CH:10][CH:11]=1)=[O:5])C.[OH-:38].[K+].[CH3:40][OH:41]>O>[C:6]([O:38][CH:19]1[C:27](=[C:40]=[O:41])[CH2:28][CH:29]([C:30]2[CH:35]=[CH:34][CH:33]=[CH:32][C:31]=2[F:36])[N:18]1[C:16](=[O:17])[CH2:15][NH:14][C:13](=[O:37])[NH:12][C:8]1[CH:7]=[C:6]([CH:11]=[CH:10][CH:9]=1)[C:4]([OH:3])=[O:5])([CH3:7])([CH3:11])[CH3:4] |f:1.2|. The product is C(C)(C)(C)OC1N(C(CC1=C=O)C1=C(C=CC=C1)F)C(CNC(NC=1C=C(C(=O)O)C=CC1)=O)=O ((2RS,5SR)-3-{3-{2-[2-tert-butoxy-carbonyl-5-(2-fluorophenyl)-1-pyrrolidinyl]-2-oxoethyl}ureido}benzoic acid). Procedure details: The operation is carried out in a fashion similar to that described in Example 9, but starting from 1.1 g of tert-butyl (2RS,5SR)-1-{2-[3-(3-ethoxycarbonylphenyl)ureido]acetyl}-5-(2-fluorophenyl)-prolinate in solution in 30 cm3 of methanol and 0.12 g of potassium hydroxide dissolved in 15 cm3 of water. After treatment and recrystallization in diisopropyl ether, 0.4 g of (2RS,5SR)-3-{3-{2-[2-tert-butoxy-carbonyl-5-(2-fluorophenyl)-1-pyrrolidinyl]-2-oxoethyl}ureido}benzoic acid, melting at 180° C.... The reactants are C(C)OC(=O)C=1C=C(C=CC1)NC(NCC(=O)N1C(C(=O)OC(C)(C)C)CCC1C1=C(C=CC=C1)F)=O (tert-butyl (2RS,5SR)-1-{2-[3-(3-ethoxycarbonylphenyl)ureido]acetyl}-5-(2-fluorophenyl)-prolinate), [OH-].[K+] (potassium hydroxide), CO (methanol). The solvent is O (water). Reactants: CC=1N=C(SC1)NC(=O)C1=NC(=CC=C1NC=1C=NC=CC1)C (6-Methyl-3-(pyridin-3-ylamino)-pyridine-2-carboxylic acid (4-methyl-thiazol-2-yl)-amide), BrC=1C=C(C#N)C=CC1 (3-Bromobenzonitrile). Product: CC=1N=C(SC1)NC(=O)C1=NC(=CC=C1NC1=CC(=CC=C1)C#N)C (3-(3-Cyano-phenylamino)-6-methyl-pyridine-2-carboxylic acid (4-methyl-thiazol-2-yl)-amide). As a reaction SMILES: [CH3:1][C:2]1[N:3]=[C:4]([NH:7][C:8]([C:10]2[C:15]([NH:16][C:17]3[CH:18]=[N:19][CH:20]=[CH:21][CH:22]=3)=[CH:14][CH:13]=[C:12]([CH3:23])[N:11]=2)=[O:9])[S:5][CH:6]=1.Br[C:25]1C=C(C=C[CH:32]=1)C#N>>[CH3:1][C:2]1[N:3]=[C:4]([NH:7][C:8]([C:10]2[C:15]([NH:16][C:17]3[CH:18]=[CH:32][CH:25]=[C:21]([C:20]#[N:19])[CH:22]=3)=[CH:14][CH:13]=[C:12]([CH3:23])[N:11]=2)=[O:9])[S:5][CH:6]=1. Procedure: The title compound, was prepared from 3-Amino-6-methyl-pyridine-2-carboxylic acid (4-methyl-thiazol-2-yl)-amide (example 14) in accordance with the general method of example 20 using 3-Bromobenzonitrile instead of 3-Bromo-4-methylpyridine to yield the final compound as a yellow solid, MS (ISP): m/e=350.3 (M+H+). Starting materials: ClC=1C=C(C=CC1Cl)C(CC=O)C1N(C(C2=CC(=CC=C12)C(=O)OC)=O)C (3-(3,4-Dichlorophenyl)-3-(5-methoxycarbonyl-2-methyl-3-oxo-2,3-dihydro-1H-isoindol-1-yl)propionaldehyde), O=C1N(CCCN1)C1CCNCC1 (4-(2-oxoperhydropyrimidine-1-yl)piperidine). Yields the product Cl.ClC=1C=C(C=CC1Cl)C(CCN1CCC(CC1)N1C(NCCC1)=O)C1N(C(C2=CC(=CC=C12)C(=O)OC)=O)C (3-[1-(3,4-Dichlorophenyl)-3-(4-(2-oxoperhydropyrimidine-1-yl)piperidino)propyl]-6-methoxycarbonyl-2-methyl-2,3-dihydroisoindol-1-one hydrochloride). Yield: 176.0%. Reaction SMILES: [Cl:1][C:2]1[CH:3]=[C:4]([CH:9]([CH:13]2[C:21]3[C:16](=[CH:17][C:18]([C:22]([O:24][CH3:25])=[O:23])=[CH:19][CH:20]=3)[C:15](=[O:26])[N:14]2[CH3:27])[CH2:10][CH:11]=O)[CH:5]=[CH:6][C:7]=1[Cl:8].[O:28]=[C:29]1[NH:34][CH2:33][CH2:32][CH2:31][N:30]1[CH:35]1[CH2:40][CH2:39][NH:38][CH2:37][CH2:36]1>>[ClH:1].[Cl:1][C:2]1[CH:3]=[C:4]([CH:9]([CH:13]2[C:21]3[C:16](=[CH:17][C:18]([C:22]([O:24][CH3:25])=[O:23])=[CH:19][CH:20]=3)[C:15](=[O:26])[N:14]2[CH3:27])[CH2:10][CH2:11][N:38]2[CH2:39][CH2:40][CH:35]([N:30]3[CH2:31][CH2:32][CH2:33][NH:34][C:29]3=[O:28])[CH2:36][CH2:37]2)[CH:5]=[CH:6][C:7]=1[Cl:8] |f:2.3|. Reported procedure: 3-(3,4-Dichlorophenyl)-3-(5-methoxycarbonyl-2-methyl-3-oxo-2,3-dihydro-1H-isoindol-1-yl)propionaldehyde (0.28 g) was coupled to 4-(2-oxoperhydropyrimidine-1-yl)piperidine (0.126 g) by a method similar to that described in Example 8. The reaction product was not purified by chromatography but converted to the corresponding hydrochloride salt as described in the Example 8 to afford the title compound (0.370 g); mp 185°-190° C. (d); MS: m/z=573(M+1); NMR(CD3 SOCD3): 1.02 (s,1), 1.14 (m,1), 1.69-1.9... Starting materials: C(CCCCCCCCC)OC1=CC=C(C(=O)O)C=C1 (4-decyloxybenzoic acid), C[Li] (methyllithium), [Cl-].[NH4+] (ammonium chloride). The solvent is CCOCC (ether), CCOCC (ether). The product is CCCC(CCCCCC)OC1(CC=CC=C1)C(=O)C (methyl 1-(4-decyloxy)phenyl ketone). As a reaction SMILES: [CH2:1]([O:11][C:12]1[CH:20]=[CH:19][C:15](C(O)=O)=[CH:14][CH:13]=1)[CH2:2][CH2:3][CH2:4][CH2:5][CH2:6][CH2:7]CCC.C[Li].[Cl-].[NH4+]>CCOCC>[CH3:3][CH2:4][CH2:5][CH:1]([O:11][C:12]1([C:1]([CH3:2])=[O:11])[CH:13]=[CH:14][CH:15]=[CH:19][CH2:20]1)[CH2:2][CH2:3][CH2:4][CH2:5][CH2:6][CH3:7] |f:2.3|. Procedure: To a mixture of 27.8 g (0.1 mole) of 4-decyloxybenzoic acid and 300 ml of anhydrous ether stirred at room temperature is slowly added with stirring 100 ml of 2 M methyllithium in ether. The reaction mixture is stirred at room temperature for 2 hours then poured into 1 liter of a saturated ammonium chloride solution. The organic layer is separated, washed with 5% sodium bicarbonate and brine and evaporated to dryness to give a low melting solid which is recrystallized from hexane to give methyl 1... Reactants: C(C)(C)(C)OC(=O)NC1=C(N=C(S1)C1=C(C=CC=C1F)F)C(=O)NC=1C=NN(C1N1C[C@H](C[C@@H](C1)F)NC(OC(C)(C)C)=O)C (tert-butyl (3S,5S)-1-(4-(5-(tert-butoxycarbonylamino)-2-(2,6-difluorophenyl)thiazole-4-carboxamido)-1-methyl-1H-pyrazol-5-yl)-5-fluoropiperidin-3-ylcarbamate), N (ammonia). Solvent: Cl.CO (HCl MeOH), CO (MeOH). Run at time 20 hour. Yields the product NC1=C(N=C(S1)C1=C(C=CC=C1F)F)C(=O)NC=1C=NN(C1N1C[C@H](C[C@@H](C1)F)N)C (5-Amino-N-(5-((3S,5S)-3-amino-5-fluoropiperidin-1-yl)-1-methyl-1H-pyrazol-4-yl)-2-(2,6-difluorophenyl)thiazole-4-carboxamide). The yield is 90.0%. As a reaction SMILES: C(OC([NH:8][C:9]1[S:13][C:12]([C:14]2[C:19]([F:20])=[CH:18][CH:17]=[CH:16][C:15]=2[F:21])=[N:11][C:10]=1[C:22]([NH:24][C:25]1[CH:26]=[N:27][N:28]([CH3:45])[C:29]=1[N:30]1[CH2:35][C@@H:34]([F:36])[CH2:33][C@H:32]([NH:37]C(=O)OC(C)(C)C)[CH2:31]1)=[O:23])=O)(C)(C)C.N>Cl.CO.CO>[NH2:8][C:9]1[S:13][C:12]([C:14]2[C:15]([F:21])=[CH:16][CH:17]=[CH:18][C:19]=2[F:20])=[N:11][C:10]=1[C:22]([NH:24][C:25]1[CH:26]=[N:27][N:28]([CH3:45])[C:29]=1[N:30]1[CH2:35][C@@H:34]([F:36])[CH2:33][C@H:32]([NH2:37])[CH2:31]1)=[O:23] |f:2.3|. Procedure details: A mixture of tert-butyl (3S,5S)-1-(4-(5-(tert-butoxycarbonylamino)-2-(2,6-difluorophenyl)thiazole-4-carboxamido)-1-methyl-1H-pyrazol-5-yl)-5-fluoropiperidin-3-ylcarbamate (208 mg, 0.32 mmol) in HCl/MeOH (10 mL) was stirred at ambient temperature for 20 hours and concentrated reduced pressure to give a residue. The residue was diluted with MeOH (10 mL), neutralized with 28% ammonia solution, and concentrated to give a crude product. The crude product was purified by preparative HPLC to afford 189... Reactants: Cl (hydrochloric acid), C(C)OC(=O)C=1C=C2C(CC(NC2=CC1)C1=CC(=CC=C1)C1=NN=NN1C1CC1)(C)C (2-[3-(1-cyclopropyl-1H-tetrazol-5-yl)-phenyl]-4,4-dimethyl-1,2,3,4-tetrahydro-quinoline-6-carboxylic acid ethyl ester), [OH-].[Na+] (sodium hydroxide). The solvent is CO (methanol), O1CCCC1 (tetrahydrofuran), O (water). Reaction conditions: temperature 70 celsius, time 6 hour. The product is C1(CC1)N1N=NN=C1C=1C=C(C=CC1)C1NC2=CC=C(C=C2C(C1)(C)C)C(=O)O (2-[3-(1-cyclopropyl-1H-tetrazol-5-yl)-phenyl]-4,4-dimethyl-1,2,3,4-tetrahydro-quinoline-6-carboxylic acid). The yield is 89.9%. As a reaction SMILES: C([O:3][C:4]([C:6]1[CH:7]=[C:8]2[C:13](=[CH:14][CH:15]=1)[NH:12][CH:11]([C:16]1[CH:21]=[CH:20][CH:19]=[C:18]([C:22]3[N:26]([CH:27]4[CH2:29][CH2:28]4)[N:25]=[N:24][N:23]=3)[CH:17]=1)[CH2:10][C:9]2([CH3:31])[CH3:30])=[O:5])C.[OH-].[Na+].Cl>CO.O1CCCC1.O>[CH:27]1([N:26]2[C:22]([C:18]3[CH:17]=[C:16]([CH:11]4[CH2:10][C:9]([CH3:30])([CH3:31])[C:8]5[C:13](=[CH:14][CH:15]=[C:6]([C:4]([OH:5])=[O:3])[CH:7]=5)[NH:12]4)[CH:21]=[CH:20][CH:19]=3)=[N:23][N:24]=[N:25]2)[CH2:28][CH2:29]1 |f:1.2|. Procedure: To a stirred mixture solution of 2-[3-(1-cyclopropyl-1H-tetrazol-5-yl)-phenyl]-4,4-dimethyl-1,2,3,4-tetrahydro-quinoline-6-carboxylic acid ethyl ester (908.0 mg, 2.2 mmol) in methanol (10.0 mL) and tetrahydrofuran (10.0 mL) was added 50% sodium hydroxide in water (2.0 mL). The reaction mixture was stirred at 70° C. for 6 h. The mixture was neutralized with a 3 N aqueous hydrochloric acid solution and extracted with ethyl acetate (100 mL×2), washed with water, dried over anhydrous sodium sulfate ...